From a dataset of the Open Reaction Database (ORD), a public repository of structured organic reaction records. describe an organic reaction: reactants, conditions, products, and yield The reactants are C, CCO, Cn1ncc(C=CC(=O)O)c1-c1ccc(F)cc1, [H][H], C1CCOC1, [Pd]. Product: Cn1ncc(CCC(=O)O)c1-c1ccc(F)cc1. RXN SMILES: [C:26].[CH3:28][CH2:29][OH:30].[F:1][c:2]1[cH:3][cH:4][c:5](-[c:8]2[c:9]([CH:14]=[CH:15][C:16](=[O:17])[OH:18])[cH:10][n:11][n:12]2[CH3:13])[cH:6][cH:7]1.[H:24][H:25].[O:19]1[CH2:20][CH2:21][CH2:22][CH2:23]1.[Pd:27]>>[F:1][c:2]1[cH:3][cH:4][c:5](-[c:8]2[c:9]([CH2:14][CH2:15][C:16](=[O:17])[OH:18])[cH:10][n:11][n:12]2[CH3:13])[cH:6][cH:7]1.